From a dataset of the Open Reaction Database (ORD), a public repository of structured organic reaction records. describe an organic reaction: reactants, conditions, products, and yield Reactants: CCCCP(CCCC)CCCC, Cc1ccnc2c1nc(CO)n2C, Cc1ccccc1, O=C(N=NC(=O)N1CCCCC1)N1CCCCC1, O=C1SC(Cc2ccc(O)cc2)C(=O)N1C(c1ccccc1)(c1ccccc1)c1ccccc1. The product is Cc1ccnc2c1nc(COc1ccc(CC3SC(=O)N(C(c4ccccc4)(c4ccccc4)c4ccccc4)C3=O)cc1)n2C. Reaction SMILES: [CH2:48]([P:49]([CH2:50][CH2:51][CH2:52][CH3:53])[CH2:54][CH2:55][CH2:56][CH3:57])[CH2:58][CH2:59][CH3:60].[CH3:1][n:2]1[c:3]([CH2:12][OH:13])[n:4][c:5]2[c:6]1[n:7][cH:8][cH:9][c:10]2[CH3:11].[CH3:79][c:80]1[cH:81][cH:82][cH:83][cH:84][cH:85]1.[N:61]([C:62]([N:63]1[CH2:64][CH2:65][CH2:66][CH2:67][CH2:68]1)=[O:69])=[N:70][C:71]([N:72]1[CH2:73][CH2:74][CH2:75][CH2:76][CH2:77]1)=[O:78].[OH:14][c:15]1[cH:16][cH:17][c:18]([CH2:19][CH:20]2[C:21](=[O:45])[N:22]([C:26]([c:27]3[cH:28][cH:29][cH:30][cH:31][cH:32]3)([c:33]3[cH:34][cH:35][cH:36][cH:37][cH:38]3)[c:39]3[cH:40][cH:41][cH:42][cH:43][cH:44]3)[C:23](=[O:25])[S:24]2)[cH:46][cH:47]1>>[CH3:1][n:2]1[c:3]([CH2:12][O:13][c:15]2[cH:16][cH:17][c:18]([CH2:19][CH:20]3[C:21](=[O:45])[N:22]([C:26]([c:27]4[cH:28][cH:29][cH:30][cH:31][cH:32]4)([c:33]4[cH:34][cH:35][cH:36][cH:37][cH:38]4)[c:39]4[cH:40][cH:41][cH:42][cH:43][cH:44]4)[C:23](=[O:25])[S:24]3)[cH:46][cH:47]2)[n:4][c:5]2[c:6]1[n:7][cH:8][cH:9][c:10]2[CH3:11]. Procedure details: A 250 mL round-bottomed flask was charged with 5-chloropyridin-2-amine (80 g, 622.3 mmol) and CHCl3 (100 mL). Added bromine (31.98 mL, 622.3 mmol) and stirred at room temperature for 30 minutes. The reaction mixture was poured into saturated bicarbonate and NaHSO3 and extracted with CH2Cl2. The organic layer was dried with sodium sulfate, filtered and concentrated to afford the title compound (113.8 g, 88.1% yield) as a tan solid. 1H NMR (d6-DMSO) δ 7.97 (d, 1H), 7.90 (d, 1H), 6.44 (bs, 2H). The reactants are ClC=1C=CC(=NC1)N (5-chloropyridin-2-amine), C([O-])(O)=O (bicarbonate), OS(=O)[O-].[Na+] (NaHSO3), BrBr (bromine). As a reaction SMILES: [Cl:1][C:2]1[CH:3]=[CH:4][C:5]([NH2:8])=[N:6][CH:7]=1.[Br:9]Br.C(=O)(O)[O-].OS([O-])=O.[Na+]>C(Cl)(Cl)Cl>[Br:9][C:4]1[C:5]([NH2:8])=[N:6][CH:7]=[C:2]([Cl:1])[CH:3]=1 |f:3.4|. Yield: 88.1%. The solvent is C(Cl)(Cl)Cl (CHCl3). Yields the product BrC=1C(=NC=C(C1)Cl)N (3-bromo-5-chloropyridin-2-amine). The reactants are solution, Cl (HCl), FC1=CC=C(C=C1)C1=C(C(=NN1)NC([C@@H](NC(=O)OC(C)(C)C)C)=O)C1=CC=NC=C1 (5-(4-fluorophenyl)-3-(N′-carbo-t-butoxy-L-alanylamino)-4-(4-pyridyl)pyrazole). Run in C(C)(=O)OCC (ethyl acetate), C(C)(=O)OCC (ethyl acetate). Reaction conditions: time 8 hour. Yields the product Cl.N[C@@H](C)C(=O)NC1=NNC(=C1C1=CC=NC=C1)C1=CC=C(C=C1)F (3-(L-alanylamino)-5-(4-fluorophenyl)-4-(4-pyridyl)pyrazole hydrochloride). Isolated yield 73.0%. Reaction SMILES: [F:1][C:2]1[CH:7]=[CH:6][C:5]([C:8]2[NH:12][N:11]=[C:10]([NH:13][C:14](=[O:25])[C@H:15]([CH3:24])[NH:16]C(OC(C)(C)C)=O)[C:9]=2[C:26]2[CH:31]=[CH:30][N:29]=[CH:28][CH:27]=2)=[CH:4][CH:3]=1.[ClH:32]>C(OCC)(=O)C>[ClH:32].[NH2:16][C@H:15]([C:14]([NH:13][C:10]1[C:9]([C:26]2[CH:27]=[CH:28][N:29]=[CH:30][CH:31]=2)=[C:8]([C:5]2[CH:6]=[CH:7][C:2]([F:1])=[CH:3][CH:4]=2)[NH:12][N:11]=1)=[O:25])[CH3:24] |f:3.4|. Procedure: 80 mg of 5-(4-fluorophenyl)-3-(N′-carbo-t-butoxy-L-alanylamino)-4-(4-pyridyl)pyrazole was dissolved in 2 ml of ethyl acetate. Then, 5 ml of a 2.9 mol/L solution of HCl in ethyl acetate was added thereto, followed by stirring at room temperature overnight. After the reaction mixture was concentrated under reduced pressure, the resulting residue was suspended in ethyl acetate. The precipitated powder was collected by filtration to obtain 60 mg (73% yield) of the title compound as a white powder. The reactants are CCCCCN, Cc1cc(Cl)nc(N)n1, C1COCCO1. Yields the product CCCCCNc1cc(C)nc(N)n1. RXN SMILES: [CH2:10]([CH2:11][CH2:12][CH2:13][CH3:14])[NH2:15].[CH3:1][c:2]1[cH:3][c:4]([Cl:5])[n:6][c:7]([NH2:8])[n:9]1.[O:16]1[CH2:17][CH2:18][O:19][CH2:20][CH2:21]1>>[CH3:1][c:2]1[cH:3][c:4]([NH:15][CH2:10][CH2:11][CH2:12][CH2:13][CH3:14])[n:6][c:7]([NH2:8])[n:9]1. Conditions: time 1 hour. Reaction SMILES: C1(C)C=CC(S(O)(=O)=O)=CC=1.[NH2:12][C@H:13]([C:25]([O:27][CH2:28][C:29]1[CH:34]=[CH:33][CH:32]=[CH:31][CH:30]=1)=[O:26])[CH2:14][C:15]([O:17][CH2:18][C:19]1[CH:24]=[CH:23][CH:22]=[CH:21][CH:20]=1)=[O:16].[OH-].[Na+].P(=O)(O)(O)O.CO>C(Cl)(Cl)Cl>[NH2:12][C@H:13]([C:25]([O:27][CH2:28][C:29]1[CH:30]=[CH:31][CH:32]=[CH:33][CH:34]=1)=[O:26])[CH2:14][C:15]([O:17][CH2:18][C:19]1[CH:24]=[CH:23][CH:22]=[CH:21][CH:20]=1)=[O:16] |f:0.1,2.3|. Reported procedure: 19.4 g of the thus-obtained dibenzyl L-aspartate paratoluenesulfonate was suspended in 150 ml of chloroform, to which was added 16 g (0.04 mols) of aqueous 10% sodium hydroxide solution, and stirred at room temperature for 1 hour. Next, the chloroform layer was separated, to which was added 14.7 g (0.04 mols) of O,O′-diparatoluoyl-L-tartaric anhydride, and again stirred at room temperature for 2 hours. The chloroform layer was analyzed through HPLC. Its chart gave two peaks based on O,O′-diparat... Solvent: C(Cl)(Cl)Cl (chloroform), C(Cl)(Cl)Cl (chloroform). The reactants are C1(=CC=C(C=C1)S(=O)(=O)O)C.N[C@@H](CC(=O)OCC1=CC=CC=C1)C(=O)OCC1=CC=CC=C1 (dibenzyl L-aspartate paratoluenesulfonate), ( 17 ), ( 16 ), CO (methanol), P(O)(O)(O)=O (phosphoric acid), [OH-].[Na+] (sodium hydroxide), O,O′-diparatoluoyl-L-tartaric anhydride, C1(=CC=C(C=C1)S(=O)(=O)O)C.N[C@@H](CC(=O)OCC1=CC=CC=C1)C(=O)OCC1=CC=CC=C1 (dibenzyl L-aspartate paratoluenesulfonate). Product: N[C@@H](CC(=O)OCC1=CC=CC=C1)C(=O)OCC1=CC=CC=C1 (Dibenzyl Aspartate). Reactants: CNC, CS(C)=O, O=CC1(c2ccc(Cl)cc2)CCC1, Cl, N#C[Na], O. Yields the product CN(C)C(C#N)C1(c2ccc(Cl)cc2)CCC1. Reaction SMILES: [CH3:15][NH:16][CH3:17].[CH3:22][S:23]([CH3:24])=[O:25].[Cl:1][c:2]1[cH:3][cH:4][c:5]([C:8]2([CH:12]=[O:13])[CH2:9][CH2:10][CH2:11]2)[cH:6][cH:7]1.[ClH:14].[Na:18][C:19]#[N:20].[OH2:21]>>[Cl:1][c:2]1[cH:3][cH:4][c:5]([C:8]2([CH:12]([N:16]([CH3:15])[CH3:17])[C:19]#[N:20])[CH2:9][CH2:10][CH2:11]2)[cH:6][cH:7]1. Starting materials: FC(C1=CC=C(C=C1)NC=O)(F)F (N-(4-trifluoromethyl-phenyl)-formamide), ClC1=NC(=C2N=CN(C2=N1)C)Cl (2,6-dichloro-9-methyl-9H-purine). Product: ClC1=NC(=C2N=CN(C2=N1)C)NC1=CC=C(C=C1)C(F)(F)F ((2-Chloro-9-methyl-9H-purin-6-yl)-(4-trifluoromethyl-phenyl)-amine). As a reaction SMILES: [F:1][C:2]([F:13])([F:12])[C:3]1[CH:8]=[CH:7][C:6]([NH:9][CH:10]=O)=[CH:5][CH:4]=1.[Cl:14][C:15]1[N:23]=[C:22]2[C:18]([N:19]=[CH:20][N:21]2[CH3:24])=C(Cl)[N:16]=1>>[Cl:14][C:15]1[N:23]=[C:22]2[C:18]([N:19]=[CH:20][N:21]2[CH3:24])=[C:10]([NH:9][C:6]2[CH:7]=[CH:8][C:3]([C:2]([F:13])([F:12])[F:1])=[CH:4][CH:5]=2)[N:16]=1. Reported procedure: Was prepared according to Example 3 from N-(4-trifluoromethyl-phenyl)-formamide and 2,6-dichloro-9-methyl-9H-purine. Starting materials: C(C)(C)C1=NOC(=N1)N1CCC(CC1)[C@@H]1[C@@H](C1)CCOC1=CC=C(C=C1)[N+](=O)[O-] (1-(3-isopropyl-1,2,4-oxadiazol-5-yl)-4-{(1R,2S)-2-[2-(4-nitrophenoxy)ethyl]cyclopropyl}piperidine), O.O.[Sn](Cl)Cl (tin(II) chloride dihydrate), C(C)(=O)OCC (Ethyl acetate). Solvent: CN(C)C=O (DMF). Reaction conditions: time 2 hour. Yields the product C(C)(C)C1=NOC(=N1)N1CCC(CC1)[C@@H]1[C@@H](C1)CCOC1=CC=C(N)C=C1 (4-(2-{(1S,2R)-2-[1-(3-isopropyl-1,2,4-oxadiazol-5-yl)piperidin-4-yl]cyclopropyl}ethoxy)aniline). Reaction SMILES: [CH:1]([C:4]1[N:8]=[C:7]([N:9]2[CH2:14][CH2:13][CH:12]([C@H:15]3[CH2:17][C@H:16]3[CH2:18][CH2:19][O:20][C:21]3[CH:26]=[CH:25][C:24]([N+:27]([O-])=O)=[CH:23][CH:22]=3)[CH2:11][CH2:10]2)[O:6][N:5]=1)([CH3:3])[CH3:2].O.O.[Sn](Cl)Cl.C(OCC)(=O)C>CN(C=O)C>[CH:1]([C:4]1[N:8]=[C:7]([N:9]2[CH2:14][CH2:13][CH:12]([C@H:15]3[CH2:17][C@H:16]3[CH2:18][CH2:19][O:20][C:21]3[CH:26]=[CH:25][C:24]([NH2:27])=[CH:23][CH:22]=3)[CH2:11][CH2:10]2)[O:6][N:5]=1)([CH3:3])[CH3:2] |f:1.2.3|. Reported procedure: To a solution of 1-(3-isopropyl-1,2,4-oxadiazol-5-yl)-4-{(1R,2S)-2-[2-(4-nitrophenoxy)ethyl]cyclopropyl}piperidine (353 mg, 0.881 mmol) in DMF (5 ml) was added at tin(II) chloride dihydrate (994 mg, 4.41 mmol) and the resulting mixture stirred at room temperature for 2 hours, then heated to 50° C. for 13 hours. Ethyl acetate (50 mL) was added and the solution washed with saturated aqueous sodium hydrogen carbonate followed by brine. The organic layer was dried over sodium sulfate, filtered, and ... Reactants: ClC=1C=C(C=C(C1)Cl)C(C)C (3,5-dichlorocumene), Br (hydrogen bromide), ClC1=C(C=CC(=C1)Cl)C(C)C (2,4-dichlorocumene). The reagents and catalysts are aluminum halide. The product is ClC1=CC=C(C=C1)Cl (1,4-dichlorobenzene), ClC1=C(C=CC(=C1)Cl)C(C)C (2,4-dichlorocumene), ClC=1C=C(C=C(C1)Cl)C(C)C (3,5-dichlorocumene). As a reaction SMILES: [Cl:1][C:2]1[CH:7]=[C:6]([Cl:8])[CH:5]=[CH:4][C:3]=1[CH:9]([CH3:11])[CH3:10].[Cl:12][C:13]1[CH:14]=[C:15]([CH:20]([CH3:22])[CH3:21])[CH:16]=[C:17]([Cl:19])[CH:18]=1.Br>>[Cl:8][C:6]1[CH:5]=[CH:4][C:3]([Cl:12])=[CH:2][CH:7]=1.[Cl:1][C:2]1[CH:7]=[C:6]([Cl:8])[CH:5]=[CH:4][C:3]=1[CH:9]([CH3:11])[CH3:10].[Cl:12][C:13]1[CH:14]=[C:15]([CH:20]([CH3:22])[CH3:21])[CH:16]=[C:17]([Cl:19])[CH:18]=1. Procedure: isomerizing the 2,4-dichlorocumene in said product to 3,5-dichlorocumene in the presence of an aluminum halide catalyst activated with anhydrous hydrogen bromide at a temperature of from 25° to 35° C. to yield an effluent of 1,4-dichlorobenzene, 2,4-dichlorocumene, and 3,5-dichlorocumene.